Dataset: the Open Reaction Database (ORD), a public repository of structured organic reaction records. Task: describe an organic reaction: reactants, conditions, products, and yield Reactants: C(C)(=O)OCC (ethyl acetate), ClC=1C=C2C=CC(=CC2=CC1)S(=O)(=O)N[C@H]1C(N(CC1)[C@@H](C(=O)OC(C)(C)C)C)=O (tert-Butyl(2R)-2-((3R)-3-{[(6-chloro-2-naphthyl)sulfonyl]amino}-2-oxopyrrolidin-1-yl)propanoate), CN(C)C=O (DMF), Cl.ClCCN1CCOCC1 (chloroethylmorpholine hydrochloride), C([O-])([O-])=O.[K+].[K+] (potassium carbonate). Run in O (water). Conditions: temperature 40 celsius, time 2 hour. The product is C(=O)O.ClC=1C=C2C=CC(=CC2=CC1)S(=O)(=O)N(CCN1CCOCC1)[C@@H]1C(N(CC1)[C@H](C(=O)N1CCOCC1)C)=O (6-Chloro-N-{(3S)-1-[(1S)-1-methyl-2-morpholin-4-yl-2-oxoethyl]-2-oxopyrrolidin-3-yl}-N-(2-morpholin-4-ylethyl)naphthalene-2-sulfonamide formate). As a reaction SMILES: [Cl:1][C:2]1[CH:3]=[C:4]2[C:9](=[CH:10][CH:11]=1)[CH:8]=[C:7]([S:12]([NH:15][C@@H:16]1[CH2:20][CH2:19][N:18]([C@H:21]([CH3:29])[C:22]([O:24]C(C)(C)C)=[O:23])[C:17]1=[O:30])(=[O:14])=[O:13])[CH:6]=[CH:5]2.Cl.Cl[CH2:33][CH2:34][N:35]1[CH2:40][CH2:39][O:38][CH2:37][CH2:36]1.C(=O)([O-])[O-].[K+].[K+].[C:47]([O:50][CH2:51][CH3:52])(=O)[CH3:48].C[N:54](C=O)C>O>[CH:22]([OH:24])=[O:23].[Cl:1][C:2]1[CH:3]=[C:4]2[C:9](=[CH:10][CH:11]=1)[CH:8]=[C:7]([S:12]([N:15]([C@H:16]1[CH2:20][CH2:19][N:18]([C@@H:21]([CH3:29])[C:22]([N:54]3[CH2:52][CH2:51][O:50][CH2:47][CH2:48]3)=[O:23])[C:17]1=[O:30])[CH2:33][CH2:34][N:35]1[CH2:40][CH2:39][O:38][CH2:37][CH2:36]1)(=[O:13])=[O:14])[CH:6]=[CH:5]2 |f:1.2,3.4.5,9.10|. Procedure: Example 1 (0.05 g) was dissolved in DMF (1 ml) and treated with chloroethylmorpholine hydrochloride (0.062 g) and potassium carbonate (0.093 g), and stirred at 40° C. for 2 h. The mixture was then heated at 80° C. for 8 h, cooled and treated with ethyl acetate and water. The organic extraxt was dried (over magnesium sulphate) and concentrated under reduced pressure. The residue was purified using mass directed preparative h.p.l.c. to give the title compound (0.018 g) as a white solid.